Dataset: the Open Reaction Database (ORD), a public repository of structured organic reaction records. Task: describe an organic reaction: reactants, conditions, products, and yield Reactants: C(CCC)[Li] (n-Butyllithium), solution, C(C)(C)C1NC(OC1C(F)(F)F)=O (4-isopropyl-5-trifluoromethyl-oxazolidin-2-one). Run in CCCCCC (hexane), C1CCOC1 (THF). Reaction conditions: temperature 25 celsius, time 0.5 hour. Product: C(C)(C)[C@@H]1N(C(O[C@H]1C(F)(F)F)=O)C(=O)O[C@@H]1C[C@@H](CC[C@H]1C(C)C)C ((4S,5R)-4-isopropyl-3-[(1R,3R,4S)-3-p-menthyloxycarbonyl]-5-trifluoromethyloxazolidin-2-one). As a reaction SMILES: [CH2:1]([Li])[CH2:2][CH2:3][CH3:4].[CH:6]([CH:9]1[CH:13]([C:14]([F:17])([F:16])[F:15])[O:12][C:11](=[O:18])[NH:10]1)([CH3:8])[CH3:7]>CCCCCC.C1COCC1>[CH:6]([C@H:9]1[C@H:13]([C:14]([F:15])([F:17])[F:16])[O:12][C:11](=[O:18])[N:10]1[C:11]([O:18][C@H:1]1[C@H:9]([CH:6]([CH3:8])[CH3:7])[CH2:13][CH2:14][C@@H:3]([CH3:4])[CH2:2]1)=[O:12])([CH3:8])[CH3:7]. Reported procedure: n-Butyllithium (20 ml of a 10M solution in hexane) was added to a solution of (4RS),5SR)-4-isopropyl-5-trifluoromethyl-oxazolidin-2-one (35.8 g) in THF (600 ml) at -78° C., followed by stirring for 0.5 hours. (-)-Menthyl chloroformate (41 ml, freshly distilled) was added followed by continuation of stirring at -78° C. for 0.5 hours. The solution was warmed to 25° C. and the reaction quenched by addition of saturated aqueous sodium bicarbonate solution. The product was extracted into ether and wa...